This data is from the Open Reaction Database (ORD), a public repository of structured organic reaction records. The task is: describe an organic reaction: reactants, conditions, products, and yield The reactants are BrCCS(=O)(=O)C1=CC=C(C#N)C=C1 (4-(2-bromoethylsulfonyl)benzonitrile), N1C=NC=C1 (imidazole). The product is N1(C=NC=C1)CCS(=O)(=O)C1=CC=C(C#N)C=C1 (4-(2-(1H-imidazol-1-yl)ethylsulfonyl)benzonitrile). RXN SMILES: Br[CH2:2][CH2:3][S:4]([C:7]1[CH:14]=[CH:13][C:10]([C:11]#[N:12])=[CH:9][CH:8]=1)(=[O:6])=[O:5].[NH:15]1[CH:19]=[CH:18][N:17]=[CH:16]1>>[N:15]1([CH2:2][CH2:3][S:4]([C:7]2[CH:14]=[CH:13][C:10]([C:11]#[N:12])=[CH:9][CH:8]=2)(=[O:6])=[O:5])[CH:19]=[CH:18][N:17]=[CH:16]1. Reported procedure: 4 g of 4-(2-hydroxyethylthio)benzonitrile was reacted via Procedure R to yield 4-(2-hydroxyethylsulfonyl)benzonitrile. 3.0 g of triphenylphosphine was added to a solution of 2 g of 4-(2-hydroxyethylsulfonyl)benzonitrile and 4.7 g of carbon tetrabromide in dichloromethane at 0° C. The reaction mixture was allowed to warm to room temperature and stirred for 1 h. The mixture was diluted with dichloromethane, washed with H2O, dried (MgSO4) and evaporated. Purified by silica gel chromatography (0-70%... The reactants are ClCCC(COC1=CC=C(C=C1)[N+](=O)[O-])O (4-chloro-1-(4-nitrophenoxy)-2-butanol), C1(=CC=CC=C1)N1CCNCC1 (1-phenylpiperazine), C([O-])([O-])=O.[Na+].[Na+] (sodium carbonate), C(CCC)O (1-butanol). Solvent: Cl (hydrogen chloride). Yields the product Cl.Cl.[N+](=O)([O-])C1=CC=C(OCC(CCN2CCN(CC2)C2=CC=CC=C2)O)C=C1 (1-(4-Nitrophenoxy)-4-(4-phenyl-1-piperazinyl)-2-butanol dihydrochloride). Reaction SMILES: [Cl:1][CH2:2][CH2:3][CH:4]([OH:16])[CH2:5][O:6][C:7]1[CH:12]=[CH:11][C:10]([N+:13]([O-:15])=[O:14])=[CH:9][CH:8]=1.[C:17]1([N:23]2[CH2:28][CH2:27][NH:26][CH2:25][CH2:24]2)[CH:22]=[CH:21][CH:20]=[CH:19][CH:18]=1.C(=O)([O-])[O-].[Na+].[Na+].C(O)CCC>Cl>[ClH:1].[ClH:1].[N+:13]([C:10]1[CH:11]=[CH:12][C:7]([O:6][CH2:5][CH:4]([OH:16])[CH2:3][CH2:2][N:26]2[CH2:27][CH2:28][N:23]([C:17]3[CH:22]=[CH:21][CH:20]=[CH:19][CH:18]=3)[CH2:24][CH2:25]2)=[CH:8][CH:9]=1)([O-:15])=[O:14] |f:2.3.4,7.8.9|. Procedure: This compound was prepared according to the procedure of Example 97. A mixture of 12.3 g (0.05 mole) of 4-chloro-1-(4-nitrophenoxy)-2-butanol, 8.1 g (0.05 mole) of 1-phenylpiperazine, and 26.0 g (0.25 mole) of anhydrous sodium carbonate in a total volume of 250 ml of 1-butanol gave a golden oil as residue. The hydrochloride was formed in ethereal hydrogen chloride and the collected solid was recrystallized thrice from methanol-water to give 1.1 g (5%) of white solid, m.p. 195°-200° C. Reactants: C(C1=CC=CC=C1)N1C[C@H]([C@@H](C1)O)O ((3R,4R)-1-benzylpyrrolidine-3,4-diol), [Cl-].[NH4+] (ammonium chloride), CS(=O)(=O)OCCCCCCCC\C=C/C\C=C/CCCCC ((9Z,12Z)-octadec-9,12-dienyl methanesulfonate), [H-].[Na+] (sodium hydride). The solvent is C1(=CC=CC=C1)C (toluene), [Cl-].[Na+].O (brine), C1(=CC=CC=C1)C (toluene), C1(=CC=CC=C1)C (toluene). The product is C(C1=CC=CC=C1)N1C[C@H]([C@@H](C1)OCCCCCCCC\C=C/C\C=C/CCCCC)OCCCCCCCC\C=C/C\C=C/CCCCC ((3R,4R)-1-Benzyl-3,4-bis((9Z,12Z)-octadec-9,12-dienyloxy)pyrrolidine). Reaction SMILES: [CH2:1]([N:8]1[CH2:12][C@@H:11]([OH:13])[C@H:10]([OH:14])[CH2:9]1)[C:2]1[CH:7]=[CH:6][CH:5]=[CH:4][CH:3]=1.[H-].[Na+].CS(O[CH2:22][CH2:23][CH2:24][CH2:25][CH2:26][CH2:27][CH2:28][CH2:29]/[CH:30]=[CH:31]\[CH2:32]/[CH:33]=[CH:34]\[CH2:35][CH2:36][CH2:37][CH2:38][CH3:39])(=O)=O.[Cl-].[NH4+]>[Cl-].[Na+].O.C1(C)C=CC=CC=1>[CH2:1]([N:8]1[CH2:12][C@@H:11]([O:13][CH2:22][CH2:23][CH2:24][CH2:25][CH2:26][CH2:27][CH2:28][CH2:29]/[CH:30]=[CH:31]\[CH2:32]/[CH:33]=[CH:34]\[CH2:35][CH2:36][CH2:37][CH2:38][CH3:39])[C@H:10]([O:14][CH2:22][CH2:23][CH2:24][CH2:25][CH2:26][CH2:27][CH2:28][CH2:29]/[CH:30]=[CH:31]\[CH2:32]/[CH:33]=[CH:34]\[CH2:35][CH2:36][CH2:37][CH2:38][CH3:39])[CH2:9]1)[C:2]1[CH:3]=[CH:4][CH:5]=[CH:6][CH:7]=1 |f:1.2,4.5,6.7.8|. Procedure: A toluene (70 mL) solution of (3R,4R)-1-benzylpyrrolidine-3,4-diol (Diverchim S. A.; 3.50 g, 18.1 mmol) was slowly added to a toluene (100 mL) suspension of sodium hydride (oily, 60%, 5.80 g, 145 mmol) while being stirred. A toluene (30 mL) solution of (9Z,12Z)-octadec-9,12-dienyl methanesulfonate (Nu-Chek Prep., Inc.; 15.6 g, 45.3 mmol) was then dropped on the mixture. The resulting mixture was stirred overnight under heat and reflux. After cooling the mixture to room temperature, the reaction ... Reactants: FC1=CC=C(C=C1)C1C(N(CC1)CC(=O)O)=O (2-(3-(4-fluorophenyl)-2-oxopyrrolidin-1-yl)acetic acid), Cl.FC=1C=C2CNCC2=CC1 (5-fluoroisoindoline hydrogen chloride), C(C)N=C=NCCCN(C)C (N1-((ethylimino)methylene)-N3,N3-dimethylpropane-1,3-diamine). The solvent is ClCCl (dichloromethane). Reaction conditions: time 18 hour. The product is FC=1C=C2CN(CC2=CC1)C(CN1C(C(CC1)C1=CC=C(C=C1)F)=O)=O (1-[2-(5-fluoro-1,3-dihydro-2H-isoindol-2-yl)-2-oxoethyl]-3-(4-fluorophenyl)pyrrolidin-2-one). RXN SMILES: [F:1][C:2]1[CH:7]=[CH:6][C:5]([CH:8]2[CH2:12][CH2:11][N:10]([CH2:13][C:14]([OH:16])=O)[C:9]2=[O:17])=[CH:4][CH:3]=1.Cl.[F:19][C:20]1[CH:21]=[C:22]2[C:26](=[CH:27][CH:28]=1)[CH2:25][NH:24][CH2:23]2.C(N=C=NCCCN(C)C)C>ClCCl>[F:19][C:20]1[CH:21]=[C:22]2[C:26](=[CH:27][CH:28]=1)[CH2:25][N:24]([C:14](=[O:16])[CH2:13][N:10]1[CH2:11][CH2:12][CH:8]([C:5]3[CH:4]=[CH:3][C:2]([F:1])=[CH:7][CH:6]=3)[C:9]1=[O:17])[CH2:23]2 |f:1.2|. Reported procedure: To a suspension of 2-(3-(4-fluorophenyl)-2-oxopyrrolidin-1-yl)acetic acid (0.053 g, 0.223 mmol; Example 216A) and 5-fluoroisoindoline hydrogen chloride (0.043 g, 0.246 mmol) in dichloromethane (0.4 mL) was added N1-((ethylimino)methylene)-N3,N3-dimethylpropane-1,3-diamine (0.059 mL, 0.335 mmol) and the reaction stirred for 18 hours. The reaction was loaded onto a GraceResolv™ 12 g silica gel column (Grace Davison Discovery Sciences) and the product eluted with a gradient of 5% ethyl acetate/hexa... Reagents/catalysts: C(C)N(CC)CC (triethylamine). Reactants: C(C)(C)[Si](C1(C2=CC=CC=C2C=2C=CC=CC12)CO)(C(C)C)C(C)C (9-triisopropylsilyl-9-fluorenemethanol), C1(=CC=CC=C1)N=C=O (phenyl isocyanate). Isolated yield 100.0%. Procedure: To a mixture of 1.0 g of 9-triisopropylsilyl-9-fluorenemethanol and 0.3 mL of phenyl isocyanate in 10 mL of dry benzene was added 2 drops of triethylamine. The mixture was heated in an oil bath at 82° C. for one hour and cooled to room temperature. The solvent was evaporated in vacuo to give 1.30 g (100%) of the crude urethane as a yellow solid. Recrystallization from Skelly B gave 1.12 g (86.02%) of the pure urethane as colorless crystals, m.p. 152.5°-154° C.; IR (KBr): 3240 (NH), 1690 (C=O) cm... As a reaction SMILES: [CH:1]([Si:4]([CH:23]([CH3:25])[CH3:24])([CH:20]([CH3:22])[CH3:21])[C:5]1([CH2:18][OH:19])[C:17]2[CH:16]=[CH:15][CH:14]=[CH:13][C:12]=2[C:11]2[C:6]1=[CH:7][CH:8]=[CH:9][CH:10]=2)([CH3:3])[CH3:2].[C:26]1([N:32]=[C:33]=[O:34])[CH:31]=[CH:30][CH:29]=[CH:28][CH:27]=1>C1C=CC=CC=1.C(N(CC)CC)C>[C:33](=[O:34])([O:19][CH2:18][C:5]1([Si:4]([CH:1]([CH3:3])[CH3:2])([CH:20]([CH3:22])[CH3:21])[CH:23]([CH3:25])[CH3:24])[C:6]2[CH:7]=[CH:8][CH:9]=[CH:10][C:11]=2[C:12]2[C:17]1=[CH:16][CH:15]=[CH:14][CH:13]=2)[NH:32][C:26]1[CH:31]=[CH:30][CH:29]=[CH:28][CH:27]=1. The solvent is C1=CC=CC=C1 (benzene). Conditions: temperature 82 celsius. Yields the product C(NC1=CC=CC=C1)(OCC1(C2=CC=CC=C2C=2C=CC=CC12)[Si](C(C)C)(C(C)C)C(C)C)=O (9-Triisopropylsilyl-9-fluorenylmethyl Carbanilate). Product: CN1C(=O)CN=C(c2cccc(Cl)c2)c2cc(C(=O)c3ccc(Cl)cc3)ccc21. The reactants are CN(C)C=O, O=C1CN=C(c2cccc(Cl)c2)c2cc(C(=O)c3ccc(Cl)cc3)ccc2N1, [H-], CI, [Na+]. Reaction SMILES: [CH3:33][N:34]([CH3:35])[CH:36]=[O:37].[Cl:3][c:4]1[cH:5][cH:6][c:7]([C:8](=[O:9])[c:10]2[cH:11][cH:12][c:13]3[c:14]([cH:28]2)[C:15]([c:21]2[cH:22][c:23]([Cl:27])[cH:24][cH:25][cH:26]2)=[N:16][CH2:17][C:18](=[O:20])[NH:19]3)[cH:29][cH:30]1.[H-:2].[I:31][CH3:32].[Na+:1]>>[Cl:3][c:4]1[cH:5][cH:6][c:7]([C:8](=[O:9])[c:10]2[cH:11][cH:12][c:13]3[c:14]([cH:28]2)[C:15]([c:21]2[cH:22][c:23]([Cl:27])[cH:24][cH:25][cH:26]2)=[N:16][CH2:17][C:18](=[O:20])[N:19]3[CH3:32])[cH:29][cH:30]1. Reactants: BrC1=CC=C(CC2CCC=3NC(=CC32)C(=O)OC)C=C1 (methyl 4-(4-bromobenzyl)-1,4,5,6-tetrahydrocyclopenta[b]pyrrole-2-carboxylate), [OH-].[Li+] (lithium hydroxide), CO (methanol). Solvent: C1CCOC1 (THF). The product is BrC1=CC=C(CC2CCC=3NC(=CC32)C(=O)O)C=C1 (4-(4-bromobenzyl)-1,4,5,6-tetrahydrocyclopenta[b]pyrrole-2-carboxylic acid). As a reaction SMILES: [Br:1][C:2]1[CH:20]=[CH:19][C:5]([CH2:6][CH:7]2[C:14]3[CH:13]=[C:12]([C:15]([O:17]C)=[O:16])[NH:11][C:10]=3[CH2:9][CH2:8]2)=[CH:4][CH:3]=1.[OH-].[Li+].CO>C1COCC1>[Br:1][C:2]1[CH:3]=[CH:4][C:5]([CH2:6][CH:7]2[C:14]3[CH:13]=[C:12]([C:15]([OH:17])=[O:16])[NH:11][C:10]=3[CH2:9][CH2:8]2)=[CH:19][CH:20]=1 |f:1.2|. Reported procedure: The title compound was synthesized from methyl 4-(4-bromobenzyl)-1,4,5,6-tetrahydrocyclopenta[b]pyrrole-2-carboxylate (0.0998 g, 0.3 mmol, 1 equiv) and lithium hydroxide (0.8 mL, 2 M aqueous, 1.6 mmol, 5.3 equiv), according to General Procedure 7. A 1:1 mixture of methanol (MeOH) and THF (5 mL) was used. The resulting product was purified via preparative HPLC using the Chromeleon purification system. A 0.1% formic acid/1% acetonitrile mixture in water (aqueous phase) and methanol (no modifier ad...